This data is from the Open Reaction Database (ORD), a public repository of structured organic reaction records. The task is: describe an organic reaction: reactants, conditions, products, and yield Starting materials: O1CCOC12CCC(CC2)C=2SC(=CN2)C(=O)O (2-(1,4-Dioxa-spiro[4.5]dec-8-yl)-thiazole-5-carboxylic acid), CCN=C=NCCCN(C)C (EDCI), C=1C=CC2=C(C1)N=NN2O (HOBT), TEA, N (NH3). The solvent is C(Cl)Cl (DCM), O1CCOCC1 (dioxane). Yields the product O1CCOC12CCC(CC2)C=2SC(=CN2)C(=O)N (2-(1,4-Dioxa-spiro[4.5]dec-8-yl)-thiazole-5-carboxylic acid amide). Reaction SMILES: [O:1]1[C:5]2([CH2:10][CH2:9][CH:8]([C:11]3[S:12][C:13]([C:16]([OH:18])=O)=[CH:14][N:15]=3)[CH2:7][CH2:6]2)[O:4][CH2:3][CH2:2]1.CC[N:21]=C=NCCCN(C)C.C1C=CC2N(O)N=NC=2C=1.N>C(Cl)Cl.O1CCOCC1>[O:1]1[C:5]2([CH2:10][CH2:9][CH:8]([C:11]3[S:12][C:13]([C:16]([NH2:21])=[O:18])=[CH:14][N:15]=3)[CH2:7][CH2:6]2)[O:4][CH2:3][CH2:2]1. Procedure details: A solution of 2-(1,4-Dioxa-spiro[4.5]dec-8-yl)-thiazole-5-carboxylic acid (as prepared in Example 52, Step C, 700 mg, 2.60 mmol), EDCI (600 mg, 3.12 mmol), HOBT (420 mg, 3.12 mmol) and TEA (490 μL, 3.50 mmol) in DCM (10 mL) were treated with 2N NH3 in dioxane (2 mL) at room temperature overnight. The solvent was removed in vacuo and the residue was purified by a CombiFlash® system using hexanes and ethyl acetate to afford the title compound as a white solid. As a reaction SMILES: [ClH:19].[Na+:21].[OH-:20].[OH:1][c:2]1[c:3]([C:15](=[O:16])[O:17][CH3:18])[n:4][n:5](-[c:9]2[cH:10][cH:11][cH:12][cH:13][cH:14]2)[c:6](=[O:8])[cH:7]1>>[OH:1][c:2]1[c:3]([C:15](=[O:16])[OH:17])[n:4][n:5](-[c:9]2[cH:10][cH:11][cH:12][cH:13][cH:14]2)[c:6](=[O:8])[cH:7]1. Product: O=C(O)c1nn(-c2ccccc2)c(=O)cc1O. The reactants are Cl, [Na+], [OH-], COC(=O)c1nn(-c2ccccc2)c(=O)cc1O.